From a dataset of the Open Reaction Database (ORD), a public repository of structured organic reaction records. describe an organic reaction: reactants, conditions, products, and yield Starting materials: BrC=1N=C(C(=NC1)N)OC (5-bromo-3-methoxy-2-pyrazinamine), ClC1=CC=C(C=C1)S(=O)(=O)Cl (4-chlorobenzenesulphonyl chloride). Product: BrC=1N=C(C(=NC1)NS(=O)(=O)C1=CC=C(C=C1)Cl)OC (N-(5-Bromo-3-methoxy-2-pyrazinyl)4-chlorobenzenesulphonamide). Reaction SMILES: [Br:1][C:2]1[N:3]=[C:4]([O:9][CH3:10])[C:5]([NH2:8])=[N:6][CH:7]=1.[Cl:11][C:12]1[CH:17]=[CH:16][C:15]([S:18](Cl)(=[O:20])=[O:19])=[CH:14][CH:13]=1>>[Br:1][C:2]1[N:3]=[C:4]([O:9][CH3:10])[C:5]([NH:8][S:18]([C:15]2[CH:16]=[CH:17][C:12]([Cl:11])=[CH:13][CH:14]=2)(=[O:20])=[O:19])=[N:6][CH:7]=1. Reported procedure: Prepared by the method of Example 1 (reaction performed at room temperature) using 5-bromo-3-methoxy-2-pyrazinamine (0.1 g) and 4-chlorobenzenesulphonyl chloride (0.13 g). Reactants: C([O-])([O-])=O.[Cs+].[Cs+] (cesium carbonate), C1(CCCCC1)P(C1=C(C=CC=C1)C1=C(C=CC=C1)N(C)C)C1CCCCC1 (2-dicyclohexylphosphino-2′-(N,N-dimethylamino)-biphenyl), ( i ), ClC1=C2C(=NC=C1)N(C(=C2)C2=CN(C1=CC=C(C=C21)OC)C)S(=O)(=O)C2=CC=C(C=C2)C (4-chloro-2-(5-methoxy-1-methyl-1H-indol-3-yl)-1-(toluene-4-sulfonyl)-1H-pyrrolo[2,3-b]pyridine), tris-(dibenzylideneacetone) dipalladium(0). Run in COCCOC (1,2-dimethoxyethane), COCCOC (1,2-dimethoxyethane), COCCOC (1,2-dimethoxyethane), N1CCOCC1 (morpholine). Reaction conditions: temperature 80 celsius. The product is N1(CCOCC1)C1=C2C(=NC=C1)N(C(=C2)C2=CN(C1=CC=C(C=C21)OC)C)S(=O)(=O)C2=CC=C(C=C2)C (4-(morpholine-4yl)-2-(5-methoxy-1-methyl-1H-indol-3-yl)-1-(toluene-4-sulfonyl)-1H-pyrrolo[2,3-b]pyridine). RXN SMILES: [C:1](=[O:4])([O-])[O-].[Cs+].[Cs+].Cl[C:8]1[CH:13]=[CH:12][N:11]=[C:10]2[N:14]([S:29]([C:32]3[CH:37]=[CH:36][C:35]([CH3:38])=[CH:34][CH:33]=3)(=[O:31])=[O:30])[C:15]([C:17]3[C:25]4[C:20](=[CH:21][CH:22]=[C:23]([O:26][CH3:27])[CH:24]=4)[N:19]([CH3:28])[CH:18]=3)=[CH:16][C:9]=12.C1(P(C2CCCCC2)C2C=CC=CC=2[C:52]2C=CC=C[C:53]=2[N:58](C)[CH3:59])CCCCC1>COCCOC.N1CCOCC1>[N:58]1([C:8]2[CH:13]=[CH:12][N:11]=[C:10]3[N:14]([S:29]([C:32]4[CH:37]=[CH:36][C:35]([CH3:38])=[CH:34][CH:33]=4)(=[O:31])=[O:30])[C:15]([C:17]4[C:25]5[C:20](=[CH:21][CH:22]=[C:23]([O:26][CH3:27])[CH:24]=5)[N:19]([CH3:28])[CH:18]=4)=[CH:16][C:9]=23)[CH2:59][CH2:1][O:4][CH2:52][CH2:53]1 |f:0.1.2|. Reported procedure: Into a tube containing cesium carbonate (153 mg) was added (i) a solution of 4-chloro-2-(5-methoxy-1-methyl-1H-indol-3-yl)-1-(toluene-4-sulfonyl)-1H-pyrrolo[2,3-b]pyridine [50 mg, Reference Example 13(i)] in 1,2-dimethoxyethane (1 mL), (ii) tris-(dibenzylideneacetone)-dipalladium(0) (15 mg) in 1,2-dimethoxyethane (0.5 mL), (iii) 2-dicyclohexylphosphino-2′-(N,N-dimethylamino)-biphenyl (42 mg) in 1,2-dimethoxyethane (0.5 mL) and (iv) morpholine (30 mg). This mixture was heated under agitation at 8... Reactants: ClC1=C(C(=NC=2N1N=CN2)C)CCCl (7-chloro-6-(2-chloroethyl)-5-methyl-s-triazolo[1,5-a]pyrimidine), 1g, C(C(C)C)N (isobutylamine), C([O-])([O-])=O.[Na+].[Na+] (sodium carbonate). Solvent: C(C)O (ethanol). Yields the product C(C(C)C)N1CCC=2C(=NC=3N(C21)N=CN3)C (6,7-Dihydro-8-isobutyl-5-methyl-8H-pyrrolo[3,2-e]-s-triazolo[1,5-a]pyrimidine). Reaction SMILES: Cl[C:2]1[N:7]2[N:8]=[CH:9][N:10]=[C:6]2[N:5]=[C:4]([CH3:11])[C:3]=1[CH2:12][CH2:13]Cl.[CH2:15]([NH2:19])[CH:16]([CH3:18])[CH3:17].C(=O)([O-])[O-].[Na+].[Na+]>C(O)C>[CH2:15]([N:19]1[C:2]2[N:7]3[N:8]=[CH:9][N:10]=[C:6]3[N:5]=[C:4]([CH3:11])[C:3]=2[CH2:12][CH2:13]1)[CH:16]([CH3:18])[CH3:17] |f:2.3.4|. Procedure: A mixture of 2.3g of 7-chloro-6-(2-chloroethyl)-5-methyl-s-triazolo[1,5-a]pyrimidine, 1g of isobutylamine, 1.8g of sodium carbonate and 20 ml of ethanol was treated by the same manner as described in Example 3. The crystals thus obtained were recrystallized from aqueous methanol to give 1.4g of pale yellow prisms of m.p. 143° - 145° C.